This data is from the Open Reaction Database (ORD), a public repository of structured organic reaction records. The task is: describe an organic reaction: reactants, conditions, products, and yield Reactants: C(C=C)C1=C(C=CC=C1OCC(=O)CC)O (2-allyl-3-(2-ethyl-2-oxoethoxy)phenol). Reagents/catalysts: [Pd] (palladium). The solvent is C(C)(=O)OCC (ethyl acetate). Conditions: time 2 hour. Product: C(CC)C1=C(C=CC=C1OCC(=O)CC)O (2-propyl-3-(2-ethyl-2-oxoethoxy)phenol). Reaction SMILES: [CH2:1]([C:4]1[C:9]([O:10][CH2:11][C:12]([CH2:14][CH3:15])=[O:13])=[CH:8][CH:7]=[CH:6][C:5]=1[OH:16])[CH:2]=[CH2:3]>C(OCC)(=O)C.[Pd]>[CH2:1]([C:4]1[C:9]([O:10][CH2:11][C:12]([CH2:14][CH3:15])=[O:13])=[CH:8][CH:7]=[CH:6][C:5]=1[OH:16])[CH2:2][CH3:3]. Reported procedure: A solution of 2-allyl-3-(2-ethyl-2-oxoethoxy)phenol (480 mg) in ethyl acetate (25 mL) was treated with 10% palladium (75 mg) on carbon catalyst. The mixture was shaken under a hydrogen atmosphere (40 psi) for two hours. The mixture was filtered through Celite and concentrated to get the title compound. RXN SMILES: [CH3:11][CH2:12][OH:13].[ClH:8].[NH2:9][OH:10].[O:1]1[CH2:2][CH:3]([CH:6]=[O:7])[CH2:4][CH2:5]1>>[O:1]1[CH2:2][CH:3]([C:6]([Cl:8])=[N:9][OH:10])[CH2:4][CH2:5]1. The reactants are CCO, Cl, NO, O=CC1CCOC1. Yields the product ON=C(Cl)C1CCOC1. The reactants are CCCCO, Cl, O=C(Cl)C(CO[N+](=O)[O-])(CO[N+](=O)[O-])CO[N+](=O)[O-], C1CCOC1, c1ccncc1. The product is CCCCOC(=O)C(CO[N+](=O)[O-])(CO[N+](=O)[O-])CO[N+](=O)[O-]. As a reaction SMILES: [CH2:1]([CH2:2][CH2:3][CH3:4])[OH:5].[ClH:25].[N+:6](=[O:7])([O-:8])[O:9][CH2:10][C:11]([C:12](=[O:13])[Cl:14])([CH2:15][O:16][N+:17](=[O:18])[O-:19])[CH2:20][O:21][N+:22](=[O:23])[O-:24].[O:32]1[CH2:33][CH2:34][CH2:35][CH2:36]1.[cH:26]1[cH:27][cH:28][n:29][cH:30][cH:31]1>>[CH2:1]([CH2:2][CH2:3][CH3:4])[O:5][C:12]([C:11]([CH2:10][O:9][N+:6](=[O:7])[O-:8])([CH2:15][O:16][N+:17](=[O:18])[O-:19])[CH2:20][O:21][N+:22](=[O:23])[O-:24])=[O:13]. Starting materials: CC(C#N)(CO)NC(=O)c1ccc(OC(F)(F)F)cc1, N#Cc1ccc(C(F)(F)F)c(F)c1, [H-], [Na+], C1CCOC1. Product: CC(C#N)(COc1cc(C#N)ccc1C(F)(F)F)NC(=O)c1ccc(OC(F)(F)F)cc1. As a reaction SMILES: [C:1](#[N:2])[C:3]([CH2:4][OH:5])([CH3:6])[NH:7][C:8]([c:9]1[cH:10][cH:11][c:12]([O:15][C:16]([F:17])([F:18])[F:19])[cH:13][cH:14]1)=[O:20].[F:21][c:22]1[cH:23][c:24]([C:25]#[N:26])[cH:27][cH:28][c:29]1[C:30]([F:31])([F:32])[F:33].[H-:34].[Na+:35].[O:36]1[CH2:37][CH2:38][CH2:39][CH2:40]1>>[C:1](#[N:2])[C:3]([CH2:4][O:5][c:22]1[cH:23][c:24]([C:25]#[N:26])[cH:27][cH:28][c:29]1[C:30]([F:31])([F:32])[F:33])([CH3:6])[NH:7][C:8]([c:9]1[cH:10][cH:11][c:12]([O:15][C:16]([F:17])([F:18])[F:19])[cH:13][cH:14]1)=[O:20].